From a dataset of the Open Reaction Database (ORD), a public repository of structured organic reaction records. describe an organic reaction: reactants, conditions, products, and yield Starting materials: BrC=1C=C2C(=C(C(C(C2=CC1)(C)C)=O)C(=O)NCC(=O)OC(C)(C)C)O (1,1-dimethylethyl N-((6-bromo-4-hydroxy-1,1-dimethyl-2-oxo-naphthalen-3-yl)carbonyl)glycinate). The solvent is C(=O)(C(F)(F)F)O (TFA). Reaction conditions: time 30 minute. Yields the product BrC=1C=C2C(=C(C(C(C2=CC1)(C)C)=O)C(=O)NCC(=O)O)O (N-((6-bromo-4-hydroxy-1,1-dimethyl-2-oxo-naphthalen-3-yl)carbonyl)glycine). Yield: 50.0%. Reaction SMILES: [Br:1][C:2]1[CH:3]=[C:4]2[C:9](=[CH:10][CH:11]=1)[C:8]([CH3:13])([CH3:12])[C:7](=[O:14])[C:6]([C:15]([NH:17][CH2:18][C:19]([O:21]C(C)(C)C)=[O:20])=[O:16])=[C:5]2[OH:26]>C(O)(C(F)(F)F)=O>[Br:1][C:2]1[CH:3]=[C:4]2[C:9](=[CH:10][CH:11]=1)[C:8]([CH3:13])([CH3:12])[C:7](=[O:14])[C:6]([C:15]([NH:17][CH2:18][C:19]([OH:21])=[O:20])=[O:16])=[C:5]2[OH:26]. Reported procedure: A solution of 1,1-dimethylethyl N-((6-bromo-4-hydroxy-1,1-dimethyl-2-oxo-naphthalen-3-yl)carbonyl)glycinate (145 mg, 342 μmol) in TFA (2 mL) was stirred at 23° C. After 30 minutes, the reaction was concentrated in vacuo, and diluted with water (25 mL). A white solid precipitated which was collected by filtration, washed with diethyl ether (5 mL), and dried under vacuum, affording 63 mg of N-((6-bromo-4-hydroxy-1,1-dimethyl-2-oxo-naphthalen-3-yl)carbonyl)glycine. MS m/e=366.0 (M−H)−. Calculated f... The reactants are C(C#C)N1C(NC(C(=C1CC1=CC(=CC(=C1)C)C)CC)=O)=O (1-propargyl-5-ethyl-6-(3,5-dimethylbenzyl)-2,4-pyrimidinedione), C(C=CC)N1C(NC(C(=C1CC1=CC(=CC(=C1)C)C)CC)=O)=O (1-(2-butenyl)-5-ethyl-6-(3,5-dimethylbenzyl)-2,4-pyrimidinedione), COC(=O)C=CCN1C(NC(C(=C1CC1=CC(=CC(=C1)C)C)CC)=O)=O (1-(methoxycarbonylallyl)-5-ethyl-6-(3,5-dimethylbenzyl)-2,4-pyrimidinedione), C1(=CC=CC=C1)C#CCN1C(NC(C(=C1CC1=CC(=CC(=C1)C)C)CC)=O)=O (1-(3-phenyl-2-propynyl)-5-ethyl-6-(3,5-dimethylbenzyl)-2,4-pyrimidinedione), C(C=CC1=CC=CC=C1)N1C(NC(C(=C1CC1=CC(=CC(=C1)C)C)CC)=O)=O (1-cinnamyl-5-ethyl-6-(3,5-dimethylbenzyl)-2,4-pyrimidinedione), CC(=CCN1C(NC(C(=C1CC1=CC(=CC(=C1)C)C)CC)=O)=O)C (1-(3-methyl-2-butenyl)-5-ethyl-6-(3,5-dimethylbenzyl)-2,4-pyrimidinedione), C(C#CC)N1C(NC(C(=C1CC1=CC(=CC(=C1)C)C)CC)=O)=O (1-(2-butynyl)-5-ethyl-6-(3,5-dimethylbenzyl)-2,4-pyrimidinedione). The product is C(C=C)N1C(NC(C(=C1CC1=CC(=CC(=C1)C)C)CC)=O)=O (1-allyl-5-ethyl-6-(3,5-dimethylbenzyl)-2,4-pyrimidinedione). Reaction SMILES: [CH2:1]([N:5]1[C:10]([CH2:11][C:12]2[CH:17]=[C:16]([CH3:18])[CH:15]=[C:14]([CH3:19])[CH:13]=2)=[C:9]([CH2:20][CH3:21])[C:8](=[O:22])[NH:7][C:6]1=[O:23])[CH:2]=[CH:3]C.C(N1C(CC2C=C(C)C=C(C)C=2)=C(CC)C(=O)NC1=O)C=CC1C=CC=CC=1.CC(C)=CCN1C(CC2C=C(C)C=C(C)C=2)=C(CC)C(=O)NC1=O.COC(C=CCN1C(CC2C=C(C)C=C(C)C=2)=C(CC)C(=O)NC1=O)=O.C(N1C(CC2C=C(C)C=C(C)C=2)=C(CC)C(=O)NC1=O)C#C.C(N1C(CC2C=C(C)C=C(C)C=2)=C(CC)C(=O)NC1=O)C#CC.C1(C#CCN2C(CC3C=C(C)C=C(C)C=3)=C(CC)C(=O)NC2=O)C=CC=CC=1>>[CH2:1]([N:5]1[C:10]([CH2:11][C:12]2[CH:13]=[C:14]([CH3:19])[CH:15]=[C:16]([CH3:18])[CH:17]=2)=[C:9]([CH2:20][CH3:21])[C:8](=[O:22])[NH:7][C:6]1=[O:23])[CH:2]=[CH2:3]. Procedure: 1-(2-butenyl)-5-ethyl-6-(3,5-dimethylbenzyl)-2,4-pyrimidinedione; 1-cinnamyl-5-ethyl-6-(3,5-dimethylbenzyl)-2,4-pyrimidinedione; 1-(3-methyl-2-butenyl)-5-ethyl-6-(3,5-dimethylbenzyl)-2,4-pyrimidinedione; 1-(methoxycarbonylallyl)-5-ethyl-6-(3,5-dimethylbenzyl)-2,4-pyrimidinedione; 1-propargyl-5-ethyl-6-(3,5-dimethylbenzyl)-2,4-pyrimidinedione; 1-(2-butynyl)-5-ethyl-6-(3,5-dimethylbenzyl)-2,4-pyrimidinedione; 1-(3-phenyl-2-propynyl)-5-ethyl-6-(3,5-dimethylbenzyl)-2,4-pyrimidinedione;